From a dataset of the Open Reaction Database (ORD), a public repository of structured organic reaction records. describe an organic reaction: reactants, conditions, products, and yield Starting materials: PEG-900, C(CCCCCCCCCCCCCCCCC)Br (stearyl bromide), C (charcoal), [OH-].[K+] (potassium hydroxide), C(CCCCCCCCCCCCCCCCC)Br (Stearyl bromide). The solvent is C1(=CC=CC=C1)C (toluene). Conditions: temperature 60 celsius, time 30 minute. Yields the product C(CCCCCCCCCCCCCCCCC)OCCCCCCCCCCCCCCCCCC (Distearyl Ether). RXN SMILES: [CH2:1](Br)[CH2:2][CH2:3][CH2:4][CH2:5][CH2:6][CH2:7][CH2:8][CH2:9][CH2:10][CH2:11][CH2:12][CH2:13][CH2:14][CH2:15][CH2:16][CH2:17][CH3:18].[OH-:20].[K+].[CH4:22]>C1(C)C=CC=CC=1>[CH2:1]([O:20][CH2:22][CH2:17][CH2:16][CH2:15][CH2:14][CH2:13][CH2:12][CH2:11][CH2:10][CH2:9][CH2:8][CH2:7][CH2:6][CH2:5][CH2:4][CH2:3][CH2:2][CH3:1])[CH2:2][CH2:3][CH2:4][CH2:5][CH2:6][CH2:7][CH2:8][CH2:9][CH2:10][CH2:11][CH2:12][CH2:13][CH2:14][CH2:15][CH2:16][CH2:17][CH3:18] |f:1.2|. Procedure details: Distearyl ether was synthesized by reacting stearyl bromide (Sigma) with PEG-900 in the presence of potassium hydroxide. Stearyl bromide (4.168 g in 10 ml toluene) was slowly added with stirring to 4.64 g of PEG-900 in 10 ml of toluene at 45° C. The mixture was then stirred at 60° C. for 30 min. and refluxed for 6 hrs. The final product was treated with charcoal, filtered and isolated from toluene. Solvent: C(Cl)Cl (methylene chloride). Reaction SMILES: [C:1]([CH2:4][C@@H:5]([CH2:16][CH:17]([CH3:19])[CH3:18])[C:6]([O:8][CH2:9][C:10]1[CH:15]=[CH:14][CH:13]=[CH:12][CH:11]=1)=[O:7])([OH:3])=O.[NH:20]1[CH2:26][CH2:25][CH2:24][CH2:23][CH2:22][CH2:21]1.Cl>C(Cl)Cl>[N:20]1([C:1]([CH2:4][C@@H:5]([CH2:16][CH:17]([CH3:19])[CH3:18])[C:6]([O:8][CH2:9][C:10]2[CH:15]=[CH:14][CH:13]=[CH:12][CH:11]=2)=[O:7])=[O:3])[CH2:26][CH2:25][CH2:24][CH2:23][CH2:22][CH2:21]1. Yields the product N1(CCCCCC1)C(=O)C[C@H](C(=O)OCC1=CC=CC=C1)CC(C)C (benzyl (2R)-2-(hexahydro-1H-azepin-1-ylcarbonylmethyl)-4-methylvalerate). Reactants: C(=O)(O)C[C@H](C(=O)OCC1=CC=CC=C1)CC(C)C (Benzyl (2R)-2-carboxymethyl-4-methylvalerate), N1CCCCCC1 (hexahydro-1H-azepine), Cl (HCl). Yield: 93.5%. Procedure: Benzyl (2R)-2-carboxymethyl-4-methylvalerate (1.35 g), hexahydro-1H-azepine (0.610 g) and WSCD.HCl (1.18 g) were reacted in methylene chloride (30 ml) in a similar manner to that of Preparation 1-1) to give benzyl (2R)-2-(hexahydro-1H-azepin-1-ylcarbonylmethyl)-4-methylvalerate (1.65 g). Starting materials: BrCCCN=C=O (1-Bromo-3-isocyanato-propane), N1CCCC2=CC=CC=C12 (1,2,3,4-Tetrahydro-quinoline), C(C)(C)N(CC)C(C)C (diisopropylethylamine), C(C)(C)N(CC)C(C)C (diisopropylethylamine), Cl.FC1=CC=C(OC2CNC2)C=C1 (3-(4-Fluoro-phenoxy)-azetidine hydrochloride). The solvent is C(C)#N (acetonitrile). Reaction conditions: time 2 hour. Yields the product FC1=CC=C(OC2CN(C2)CCCNC(=O)N2CCCC3=CC=CC=C23)C=C1 (3,4-Dihydro-2H-quinoline-1-carboxylic acid {3-[3-(4-fluoro-phenoxy)-azetidin-1-yl]-propyl}-amide). RXN SMILES: Br[CH2:2][CH2:3][CH2:4][N:5]=[C:6]=[O:7].[NH:8]1[C:17]2[C:12](=[CH:13][CH:14]=[CH:15][CH:16]=2)[CH2:11][CH2:10][CH2:9]1.C(N(C(C)C)CC)(C)C.Cl.[F:28][C:29]1[CH:39]=[CH:38][C:32]([O:33][CH:34]2[CH2:37][NH:36][CH2:35]2)=[CH:31][CH:30]=1>C(#N)C>[F:28][C:29]1[CH:39]=[CH:38][C:32]([O:33][CH:34]2[CH2:35][N:36]([CH2:2][CH2:3][CH2:4][NH:5][C:6]([N:8]3[C:17]4[C:12](=[CH:13][CH:14]=[CH:15][CH:16]=4)[CH2:11][CH2:10][CH2:9]3)=[O:7])[CH2:37]2)=[CH:31][CH:30]=1 |f:3.4|. Reported procedure: A solution of 1-Bromo-3-isocyanato-propane (0.164 g, 1.0 mmol) in acetonitrile is stirred with 1,2,3,4-Tetrahydro-quinoline (0.133 g, 1.0 mmol) and diisopropylethylamine (0.2 ml, 1.2 mmol). The reaction mixture is stirred for 2 hours at ambient temperature and then the solvent removed. The crude product is taken-up in acetonitrile (4 ml) and diisopropylethylamine (0.2 ml, 1.2 mmol) and 3-(4-Fluoro-phenoxy)-azetidine hydrochloride (0.11 g, 1.0 mmol) added. The reaction mixture is stirred at ambie... Reactants: CN1C(CC[C@@]2(C3=C(CC[C@@H]12)C=C(C=C3)S)C)=O ((+)-(4aR)-(10bR)-4-methyl-8-mercapto-10b-methyl-1,2,3,4,4a,-5,6,10b-octahydrobenzo[f]quinolin-3-one), C([O-])([O-])=O.[K+].[K+] (potassium carbonate), ClC=1OC2=C(N1)C=CC=C2 (2-chlorobenzoxazole), CN(C=O)C (dimethylformamide). The solvent is C(C)(=O)OCC (ethyl acetate). The product is CN1C(CC[C@@]2(C3=C(CC[C@@H]12)C=C(C=C3)SC=3OC1=C(N3)C=CC=C1)C)=O ((+)-(4aR)-(10bR)-4-methyl-8-(2-benzoxazolylthio)-10b-methyl-1,2,3,4,4a, 5,6,10b-octahydrobenzo[f]quinolin-3-one). Isolated yield 45.2%. Reaction SMILES: [CH3:1][N:2]1[C@H:11]2[C@@:6]([CH3:17])([C:7]3[CH:15]=[CH:14][C:13]([SH:16])=[CH:12][C:8]=3[CH2:9][CH2:10]2)[CH2:5][CH2:4][C:3]1=[O:18].C(=O)([O-])[O-].[K+].[K+].Cl[C:26]1[O:27][C:28]2[CH:34]=[CH:33][CH:32]=[CH:31][C:29]=2[N:30]=1.CN(C)C=O>C(OCC)(=O)C>[CH3:1][N:2]1[C@H:11]2[C@@:6]([CH3:17])([C:7]3[CH:15]=[CH:14][C:13]([S:16][C:26]4[O:27][C:28]5[CH:34]=[CH:33][CH:32]=[CH:31][C:29]=5[N:30]=4)=[CH:12][C:8]=3[CH2:9][CH2:10]2)[CH2:5][CH2:4][C:3]1=[O:18] |f:1.2.3|. Procedure details: A 15 mL round bottom flask was charged with (+)-(4aR)-(10bR)-4-methyl-8-mercapto-10b-methyl-1,2,3,4,4a,-5,6,10b-octahydrobenzo[f]quinolin-3-one (100 mg, 0.38 mmol), potassium carbonate (158 mg, 1.14 mmol), 2-chlorobenzoxazole (71 mg, 0.46 mmol) and 1.5 mL of anhydrous dimethylformamide, fitted with a reflux condenser, and the stirred mixture was heated at 60°, under nitrogen, for 18h. The mixture was cooled, diluted with ethyl acetate (75 mL) and washed with brine (2×25 mL). The combined organic... Starting materials: C(CCCCCCCCCCCC)C1OC=CC1 (2-tridecyl-2,3-dihydrofuran), BrCCO (2-bromo-ethanol), C1(=CC=C(C=C1)S(=O)(=O)O)C (p-toluene-sulphonic acid). Solvent: C(Cl)(Cl)(Cl)Cl (carbon tetrachloride). Reaction conditions: time 8 hour. Yields the product C(CCCCCCCCCCCC)C1OC(CC1)OCCBr (2-tridecyl-5-(2-bromoethoxy)tetrahydrofuran). Reaction SMILES: [CH2:1]([CH:14]1[CH2:18][CH:17]=[CH:16][O:15]1)[CH2:2][CH2:3][CH2:4][CH2:5][CH2:6][CH2:7][CH2:8][CH2:9][CH2:10][CH2:11][CH2:12][CH3:13].[Br:19][CH2:20][CH2:21][OH:22].C1(C)C=CC(S(O)(=O)=O)=CC=1>C(Cl)(Cl)(Cl)Cl>[CH2:1]([CH:14]1[CH2:18][CH2:17][CH:16]([O:22][CH2:21][CH2:20][Br:19])[O:15]1)[CH2:2][CH2:3][CH2:4][CH2:5][CH2:6][CH2:7][CH2:8][CH2:9][CH2:10][CH2:11][CH2:12][CH3:13]. Procedure: To 2 g (8 mmol) of 2-tridecyl-2,3-dihydrofuran an 1.1 g (8.8 mmol) of 2-bromo-ethanol in 50 ml of carbon tetrachloride were added 20 mg (0.1 mmol) of dry p-toluene-sulphonic acid. After stirring overnight at room temperature, the solvent was evacuated under reduced pressure. The residue was diluted with a aqueous solution of sodium carbonate and extracted with diethyl ether. The organic phase was washed with water and then dryed on anhydrous magnesium sulphate. The solvent was removed by evapora... The reactants are CCCCOC(=O)c1ccc(C(=O)OCCCC)cc1, COC(=O)c1ccc(C(=O)[O-])cc1, CCCCO, Cc1ccccc1, [K+], [K+], [OH-]. Product: CCCCOC(=O)c1ccc(C(=O)[O-])cc1, [K+]. Reaction SMILES: [C:15]([c:16]1[cH:17][cH:18][c:19]([C:20](=[O:21])[O:22][CH2:23][CH2:24][CH2:25][CH3:26])[cH:27][cH:28]1)(=[O:29])[O:30][CH2:31][CH2:32][CH2:33][CH3:34].[C:1]([O:2][CH3:3])(=[O:4])[c:5]1[cH:6][cH:7][c:8]([C:9]([O-:10])=[O:11])[cH:12][cH:13]1.[CH2:44]([OH:45])[CH2:46][CH2:47][CH3:48].[CH3:37][c:38]1[cH:39][cH:40][cH:41][cH:42][cH:43]1.[K+:14].[K+:36].[OH-:35]>>[C:15]([c:16]1[cH:17][cH:18][c:19]([C:20](=[O:21])[O:22][CH2:23][CH2:24][CH2:25][CH3:26])[cH:27][cH:28]1)(=[O:29])[O-:30].[K+:14].